This data is from the Open Reaction Database (ORD), a public repository of structured organic reaction records. The task is: describe an organic reaction: reactants, conditions, products, and yield Reactants: O=C([O-])[O-], COc1ccc(-n2nc(C(F)(F)F)c3c2C(=O)N(CCOC(C)=O)CC3)cc1, CO, [K+], [K+], O. Product: COc1ccc(-n2nc(C(F)(F)F)c3c2C(=O)N(CCO)CC3)cc1. As a reaction SMILES: [C:29](=[O:30])([O-:31])[O-:32].[CH3:1][O:2][c:3]1[cH:4][cH:5][c:6](-[n:9]2[n:10][c:11]([C:25]([F:26])([F:27])[F:28])[c:12]3[c:13]2[C:14](=[O:24])[N:15]([CH2:18][CH2:19][O:20][C:21](=[O:22])[CH3:23])[CH2:16][CH2:17]3)[cH:7][cH:8]1.[CH3:35][OH:36].[K+:33].[K+:34].[OH2:37]>>[CH3:1][O:2][c:3]1[cH:4][cH:5][c:6](-[n:9]2[n:10][c:11]([C:25]([F:26])([F:27])[F:28])[c:12]3[c:13]2[C:14](=[O:24])[N:15]([CH2:18][CH2:19][OH:20])[CH2:16][CH2:17]3)[cH:7][cH:8]1. The reactants are C1(=CC=CC2=CC=CC=C12)O (1-naphthol), C([O-])([O-])=O.[K+].[K+] (potassium carbonate), ClCCCCCCCCOS(=O)(=O)C1=CC=C(C=C1)C (1-chloro-8-(p-toluenesulphonyloxy)octane), CN(C=O)C (dimethylformamide). Run in O (water). The product is ClCCCCCCCCOC1=CC=CC2=CC=CC=C12 (1-Chloro-8-(1-naphthyloxy)octane). Reaction SMILES: [C:1]1([OH:11])[C:10]2[C:5](=[CH:6][CH:7]=[CH:8][CH:9]=2)[CH:4]=[CH:3][CH:2]=1.C(=O)([O-])[O-].[K+].[K+].[Cl:18][CH2:19][CH2:20][CH2:21][CH2:22][CH2:23][CH2:24][CH2:25][CH2:26]OS(C1C=CC(C)=CC=1)(=O)=O.CN(C)C=O>O>[Cl:18][CH2:19][CH2:20][CH2:21][CH2:22][CH2:23][CH2:24][CH2:25][CH2:26][O:11][C:1]1[C:10]2[C:5](=[CH:6][CH:7]=[CH:8][CH:9]=2)[CH:4]=[CH:3][CH:2]=1 |f:1.2.3|. Procedure: A mixture of 1-naphthol (12.9 g), potassium carbonate (23.5 g), 1-chloro-8-(p-toluenesulphonyloxy)octane (23.5 g) and dimethylformamide (200 ml) was stirred at 55° for 2-1/2 days. The solution was then cooled and added to water, and extracted with ether. The extract was dried and evaporated and the residue was chromatographed on silica gel (750 g), eluting with 3:1 hexane: methylene chloride, so as to afford the title compound as an oil.